Dataset: the Open Reaction Database (ORD), a public repository of structured organic reaction records. Task: describe an organic reaction: reactants, conditions, products, and yield The reactants are S([O-])(O)=O.[Na+] (sodium bisulfite), BrBr (bromine), C1(CCCCC1)NC(=N)NC1=C(C=CC=C1)C (N-cyclohexyl-N'-(2-methylphenyl)guanidine). Solvent: ice water, C(C)(=O)O (acetic acid), C(C)(=O)O (acetic acid). Run at temperature 70 celsius. Product: C1(CCCCC1)NC(=N)NC1=C(C=C(C=C1)Br)C (N-Cyclohexyl-N'-(2-methyl-4-bromophenyl)guanidine). Yield: 153.1%. Reaction SMILES: [Br:1]Br.[CH:3]1([NH:9][C:10]([NH:12][C:13]2[CH:18]=[CH:17][CH:16]=[CH:15][C:14]=2[CH3:19])=[NH:11])[CH2:8][CH2:7][CH2:6][CH2:5][CH2:4]1.S(=O)(O)[O-].[Na+]>C(O)(=O)C>[CH:3]1([NH:9][C:10]([NH:12][C:13]2[CH:18]=[CH:17][C:16]([Br:1])=[CH:15][C:14]=2[CH3:19])=[NH:11])[CH2:4][CH2:5][CH2:6][CH2:7][CH2:8]1 |f:2.3|. Procedure: A solution of bromine (0.336 g, 2.1 mmol) in glacial acetic acid (1 ml) was added dropwise to a stirred solution of N-cyclohexyl-N'-(2-methylphenyl)guanidine (0.231 g, 1 mmol) in glacial acetic acid (2 ml) at room temperature. After the addition, the addition funnel was replaced by a reflux condenser and the red reaction solution was heated on a warm water bath at 70° C. for about an hour. The reaction mixture was allowed to cool to room temperature and then poured in cold ice water (30 ml) cont... The reactants are CC(=O)O[BH-](OC(C)=O)OC(C)=O, ClCCl, CC(=O)O, COc1cc(Nc2c(C#N)cnc3cc(-c4ccc(C=O)o4)ccc23)c(Cl)cc1Cl, NCCc1ccccn1, [Na+]. Yields the product COc1cc(Nc2c(C#N)cnc3cc(-c4ccc(CNCCc5ccccn5)o4)ccc23)c(Cl)cc1Cl. As a reaction SMILES: [C:40]([O:41][BH-:42]([O:43][C:44](=[O:45])[CH3:46])[O:47][C:48](=[O:49])[CH3:50])(=[O:51])[CH3:52].[CH2:58]([Cl:59])[Cl:60].[CH3:54][C:55](=[O:56])[OH:57].[Cl:10][c:11]1[c:12]([NH:13][c:14]2[c:15]([C:31]#[N:32])[cH:16][n:17][c:18]3[cH:19][c:20](-[c:24]4[o:25][c:26]([CH:29]=[O:30])[cH:27][cH:28]4)[cH:21][cH:22][c:23]23)[cH:33][c:34]([O:38][CH3:39])[c:35]([Cl:37])[cH:36]1.[NH2:1][CH2:2][CH2:3][c:4]1[n:5][cH:6][cH:7][cH:8][cH:9]1.[Na+:53]>>[NH:1]([CH2:2][CH2:3][c:4]1[n:5][cH:6][cH:7][cH:8][cH:9]1)[CH2:29][c:26]1[o:25][c:24](-[c:20]2[cH:19][c:18]3[n:17][cH:16][c:15]([C:31]#[N:32])[c:14]([NH:13][c:12]4[c:11]([Cl:10])[cH:36][c:35]([Cl:37])[c:34]([O:38][CH3:39])[cH:33]4)[c:23]3[cH:22][cH:21]2)[cH:28][cH:27]1. Reactants: CC(=O)O[BH-](OC(C)=O)OC(C)=O, CO, CC(Cl)Cl, CC1CC(N)CCN1CCn1c(=O)ccc2c(F)cc(F)cc21, [Na+], O=Cc1cc2c(cn1)OCCO2. Yields the product CC1CC(NCc2cc3c(cn2)OCCO3)CCN1CCn1c(=O)ccc2c(F)cc(F)cc21. RXN SMILES: [C:36]([O:37][BH-:38]([O:39][C:40](=[O:41])[CH3:42])[O:43][C:44](=[O:45])[CH3:46])(=[O:47])[CH3:48].[CH3:50][OH:51].[Cl:52][CH:53]([Cl:54])[CH3:55].[NH2:1][CH:2]1[CH2:3][CH:4]([CH3:23])[N:5]([CH2:8][CH2:9][n:10]2[c:11](=[O:22])[cH:12][cH:13][c:14]3[c:15]([F:21])[cH:16][c:17]([F:20])[cH:18][c:19]23)[CH2:6][CH2:7]1.[Na+:49].[O:24]1[CH2:25][CH2:26][O:27][c:28]2[cH:29][n:30][c:31]([CH:34]=[O:35])[cH:32][c:33]21>>[NH:1]([CH:2]1[CH2:3][CH:4]([CH3:23])[N:5]([CH2:8][CH2:9][n:10]2[c:11](=[O:22])[cH:12][cH:13][c:14]3[c:15]([F:21])[cH:16][c:17]([F:20])[cH:18][c:19]23)[CH2:6][CH2:7]1)[CH2:34][c:31]1[n:30][cH:29][c:28]2[c:33]([cH:32]1)[O:24][CH2:25][CH2:26][O:27]2. Starting materials: CC(C)(C)OC(=O)N1CCC(C#N)(c2ncc(Cl)cc2F)CC1, C1CCOC1, CCOC(C)=O, [Na+], [OH-], O. The product is CC(C)(C)OC(=O)N1CCC2(CC1)CNc1cc(Cl)cnc12. As a reaction SMILES: [C:1]([CH3:2])([CH3:3])([CH3:4])[O:5][C:6](=[O:7])[N:8]1[CH2:9][CH2:10][C:11]([c:14]2[n:15][cH:16][c:17]([Cl:21])[cH:18][c:19]2[F:20])([C:22]#[N:23])[CH2:12][CH2:13]1.[CH2:33]1[O:34][CH2:35][CH2:36][CH2:37]1.[CH3:27][CH2:28][O:29][C:30](=[O:31])[CH3:32].[Na+:25].[OH-:24].[OH2:26]>>[C:1]([CH3:2])([CH3:3])([CH3:4])[O:5][C:6](=[O:7])[N:8]1[CH2:9][CH2:10][C:11]2([CH2:12][CH2:13]1)[c:14]1[n:15][cH:16][c:17]([Cl:21])[cH:18][c:19]1[NH:23][CH2:22]2. Starting materials: C(C)OC(=O)C1CCN(CC1)C1=CC=C(C=C1)C(=O)N1[C@H](C[C@H](C2=CC=CC=C12)N(C1=CC=C(C=C1)Cl)C(C)=O)C ((2S,4R)-1-(4-{4-[Acetyl-(4-chloro-phenyl)-amino]-2-methyl-3,4-dihydro-2H-quinoline-1-carbonyl}-phenyl)-piperidine-4-carboxylic acid ethyl ester), C(C)OC(=O)C1CCNCC1 (piperidine-4-carboxylic acid ethyl ester). Yields the product C(C)OC(=O)C1CN(CCC1)C1=CC=C(C=C1)C(=O)N1[C@H](C[C@H](C2=CC=CC=C12)N(C1=CC=C(C=C1)Cl)C(C)=O)C ((2S,4R)-1-(4-{4-[Acetyl-(4-chloro-phenyl)-amino]-2-methyl-3,4-dihydro-2H-quinoline-1-carbonyl}-phenyl)-piperidine-3-carboxylic acid ethyl ester). Reaction SMILES: C(OC([CH:6]1[CH2:11][CH2:10][N:9]([C:12]2[CH:17]=[CH:16][C:15]([C:18]([N:20]3[C:29]4[C:24](=[CH:25][CH:26]=[CH:27][CH:28]=4)[C@H:23]([N:30]([C:38](=[O:40])[CH3:39])[C:31]4[CH:36]=[CH:35][C:34]([Cl:37])=[CH:33][CH:32]=4)[CH2:22][C@@H:21]3[CH3:41])=[O:19])=[CH:14][CH:13]=2)[CH2:8][CH2:7]1)=O)C.[CH2:42]([O:44][C:45](C1CCNCC1)=[O:46])[CH3:43]>>[CH2:42]([O:44][C:45]([CH:7]1[CH2:6][CH2:11][CH2:10][N:9]([C:12]2[CH:13]=[CH:14][C:15]([C:18]([N:20]3[C:29]4[C:24](=[CH:25][CH:26]=[CH:27][CH:28]=4)[C@H:23]([N:30]([C:38](=[O:40])[CH3:39])[C:31]4[CH:36]=[CH:35][C:34]([Cl:37])=[CH:33][CH:32]=4)[CH2:22][C@@H:21]3[CH3:41])=[O:19])=[CH:16][CH:17]=2)[CH2:8]1)=[O:46])[CH3:43]. Reported procedure: (2S,4R)-1-(4-{4-[Acetyl-(4-chloro-phenyl)-amino]-2-methyl-3,4-dihydro-2H-quinoline-1-carbonyl}-phenyl)-piperidine-3-carboxylic acid ethyl ester was prepared following the procedure for (2S,4R)-1-(4-{4-[Acetyl-(4-chloro-phenyl)-amino]-2-methyl-3,4-dihydro-2H-quinoline-1-carbonyl}-phenyl)-piperidine-4-carboxylic acid ethyl ester, substituting piperidine-3-carboxylic acid ethyl ester for piperidine-4-carboxylic acid ethyl ester to yield the product. Starting materials: C1CCOC1, CN(C)c1ccccc1-c1ccccc1P(C1CCCCC1)C1CCCCC1, Clc1ccc2ccncc2n1, CC(C)(C)c1ccc(NC(=O)c2ccccc2N)cc1, O=C(C=Cc1ccccc1)C=Cc1ccccc1, O=C(C=Cc1ccccc1)C=Cc1ccccc1, O=C(C=Cc1ccccc1)C=Cc1ccccc1, [Pd], [Pd]. Product: CC(C)(C)c1ccc(NC(=O)c2ccccc2Nc2ccc3ccncc3n2)cc1. Reaction SMILES: [CH2:60]1[O:61][CH2:62][CH2:63][CH2:64]1.[CH:32]1([P:33]([CH:34]2[CH2:35][CH2:36][CH2:37][CH2:38][CH2:39]2)[c:40]2[cH:41][cH:42][cH:43][cH:44][c:45]2-[c:46]2[cH:47][cH:48][cH:49][cH:50][c:51]2[N:52]([CH3:53])[CH3:54])[CH2:55][CH2:56][CH2:57][CH2:58][CH2:59]1.[Cl:1][c:2]1[n:3][c:4]2[cH:5][n:6][cH:7][cH:8][c:9]2[cH:10][cH:11]1.[NH2:12][c:13]1[c:14]([C:15](=[O:16])[NH:17][c:18]2[cH:19][cH:20][c:21]([C:24]([CH3:25])([CH3:26])[CH3:27])[cH:22][cH:23]2)[cH:28][cH:29][cH:30][cH:31]1.[O:103]=[C:104]([CH:105]=[CH:106][c:107]1[cH:108][cH:109][cH:110][cH:111][cH:112]1)[CH:113]=[CH:114][c:115]1[cH:116][cH:117][cH:118][cH:119][cH:120]1.[O:67]=[C:68]([CH:69]=[CH:70][c:71]1[cH:72][cH:73][cH:74][cH:75][cH:76]1)[CH:77]=[CH:78][c:79]1[cH:80][cH:81][cH:82][cH:83][cH:84]1.[O:85]=[C:86]([CH:87]=[CH:88][c:89]1[cH:90][cH:91][cH:92][cH:93][cH:94]1)[CH:95]=[CH:96][c:97]1[cH:98][cH:99][cH:100][cH:101][cH:102]1.[Pd:65].[Pd:66]>>[c:2]1([NH:12][c:13]2[c:14]([C:15](=[O:16])[NH:17][c:18]3[cH:19][cH:20][c:21]([C:24]([CH3:25])([CH3:26])[CH3:27])[cH:22][cH:23]3)[cH:28][cH:29][cH:30][cH:31]2)[n:3][c:4]2[cH:5][n:6][cH:7][cH:8][c:9]2[cH:10][cH:11]1.